Task: describe an organic reaction: reactants, conditions, products, and yield. Dataset: the Open Reaction Database (ORD), a public repository of structured organic reaction records Reactants: ON=CC=1N=C(SC1)C1CCN(CC1)C(=O)OC(C)(C)C (tert-butyl 4-{4-[(hydroxyimino)methyl]-1,3-thiazol-2-yl}piperidine-1-carboxylate), FC1=C(C=CC(=C1C=C)F)O (2,4-difluoro-3-vinylphenol), C(O)([O-])=O.[K+] (potassium hydrogencarbonate), ClN1C(CCC1=O)=O (N-chlorosuccinimide). Reagents/catalysts: O (water). The solvent is O (water), C(C)(=O)OCC (ethyl acetate), C(C)(=O)OCC (ethyl acetate). Reaction conditions: temperature 60 celsius, time 30 minute. Product: FC1=C(C(=CC=C1O)F)C1CC(=NO1)C=1N=C(SC1)C1CCN(CC1)C(=O)OC(C)(C)C (tert-butyl 4-{4-[5-(2,6-difluoro-3-hydroxyphenyl)-4,5-dihydro-1,2-oxazol-3-yl]-1,3-thiazol-2-yl}piperidine-1-carboxylate). As a reaction SMILES: [OH:1][N:2]=[CH:3][C:4]1[N:5]=[C:6]([CH:9]2[CH2:14][CH2:13][N:12]([C:15]([O:17][C:18]([CH3:21])([CH3:20])[CH3:19])=[O:16])[CH2:11][CH2:10]2)[S:7][CH:8]=1.ClN1C(=O)CCC1=O.[F:30][C:31]1[C:36]([CH:37]=[CH2:38])=[C:35]([F:39])[CH:34]=[CH:33][C:32]=1[OH:40].C(=O)([O-])O.[K+]>C(OCC)(=O)C.O>[F:30][C:31]1[C:32]([OH:40])=[CH:33][CH:34]=[C:35]([F:39])[C:36]=1[CH:37]1[O:1][N:2]=[C:3]([C:4]2[N:5]=[C:6]([CH:9]3[CH2:10][CH2:11][N:12]([C:15]([O:17][C:18]([CH3:21])([CH3:20])[CH3:19])=[O:16])[CH2:13][CH2:14]3)[S:7][CH:8]=2)[CH2:38]1 |f:3.4|. Procedure details: To a solution of tert-butyl 4-{4-[(hydroxyimino)methyl]-1,3-thiazol-2-yl}piperidine-1-carboxylate (1.278 g) in ethyl acetate (80 ml) was added, at room temperature, N-chlorosuccinimide (658 mg). After stirring at 60° C. for 30 min, 2,4-difluoro-3-vinylphenol (705 mg), potassium hydrogencarbonate (822 mg) and then one drop of water were added, at room temperature, to the reaction mixture. After stirring overnight at room temperature, the reaction mixture was admixed with ethyl acetate and water a...